This data is from the Open Reaction Database (ORD), a public repository of structured organic reaction records. The task is: describe an organic reaction: reactants, conditions, products, and yield Reactants: ClC1=C(C(=O)N)C=C(C(=C1N)Cl)F (2,4-Dichloro-5-fluoro-3 amino-benzamide), [H-].[H-].[H-].[H-].[Li+].[Al+3] (LiAlH4). Run in C1CCOC1 (THF), C1CCOC1 (THF). Reaction conditions: time 5 hour. Yields the product NC=1C(=C(CN)C=C(C1Cl)F)Cl (3-Amino-2,4-dichloro-5-fluoro-benzylamine). Reaction SMILES: [Cl:1][C:2]1[C:10]([NH2:11])=[C:9]([Cl:12])[C:8]([F:13])=[CH:7][C:3]=1[C:4]([NH2:6])=O.[H-].[H-].[H-].[H-].[Li+].[Al+3]>C1COCC1>[NH2:11][C:10]1[C:2]([Cl:1])=[C:3]([CH:7]=[C:8]([F:13])[C:9]=1[Cl:12])[CH2:4][NH2:6] |f:1.2.3.4.5.6|. Procedure details: 2,4-Dichloro-5-fluoro-3 amino-benzamide (6.00 g, 26.9 mmol) in THF (175 mL) is added dropwise to LiAlH4 (1 M in THF, 28.0 mL) in THF (175 mL). The reaction mixture is stirred for 1 h at rt and 5 h at reflux. Excess LiAlH4 is destroyed under cooling as described by L. F. Fieser & M. Fieser Vol 1, p 584 Wiley 1967. After 30 min the mixture is filtered, the filtrate is concentrated, diluted with Et2O and the precipitate is collected. Starting materials: OC=1C=C(C=CC1OC)C=1N=C(SC1)C=1C=C(SC1SC)C(=N)N (4-[4-(3-Hydroxy-4-methoxyphenyl)(1,3-thiazol-2-yl)]-5-methylthiothiophene-2-carboxamidine), C[Al](C)C (trimethylaluminum), C(C)(=O)OC1=C(C=CC(=C1)C=1N=C(SC1)C1=C(SC(=C1)C(=O)OC)SC)OC (2-methoxy-5-{2-[5-(methoxvcarbonyl)-2-methylthio(3-thienyl)](1,3-thiazol-4-yl)}phenyl acetate), [Cl-].[NH4+] (ammonium chloride). Run in C1(=CC=CC=C1)C (toluene), CO.C(Cl)Cl (MeOH CH2Cl2), CN(C)C=O (DMF), C1(=CC=CC=C1)C (toluene). The product is Cl.OC=1C=C(C=CC1OC)C=1N=C(SC1)C=1C=C(SC1SC)C(=N)N (4-[4-(3-Hydroxy-4-methoxyphenyl)(1,3-thiazol-2-yl)]-5-methylthiothiophene-2-carboxamidine hydrochloride). The yield is 44.0%. RXN SMILES: [OH:1][C:2]1[CH:3]=[C:4]([C:10]2[N:11]=[C:12]([C:15]3[CH:16]=[C:17]([C:22]([NH2:24])=[NH:23])[S:18][C:19]=3[S:20][CH3:21])[S:13][CH:14]=2)[CH:5]=[CH:6][C:7]=1[O:8][CH3:9].C(OC1C=C(C2N=C(C3C=C(C(OC)=O)SC=3SC)SC=2)C=CC=1OC)(=O)C.[Cl-:53].[NH4+].C[Al](C)C>C1(C)C=CC=CC=1.CN(C=O)C.CO.C(Cl)Cl>[ClH:53].[OH:1][C:2]1[CH:3]=[C:4]([C:10]2[N:11]=[C:12]([C:15]3[CH:16]=[C:17]([C:22]([NH2:24])=[NH:23])[S:18][C:19]=3[S:20][CH3:21])[S:13][CH:14]=2)[CH:5]=[CH:6][C:7]=1[O:8][CH3:9] |f:2.3,7.8,9.10|. Procedure: 4-[4-(3-Hydroxy-4-methoxyphenyl)(1,3-thiazol-2-yl)]-5-methylthiothiophene-2-carboxamidine hydrochiloride: A portion of the mixture (320 mg, ca. 0.788 mmol as based on the 1H-NMR spectrum) containing the 2-methoxy-5-{2-[5-(methoxvcarbonyl)-2-methylthio(3-thienyl)](1,3-thiazol-4-yl)}phenyl acetate (as prepared in the previous step) was treated according to the procedure in Example 10, step (b), using 415 mg (7.76 mmol) of ammonium chloride in 3.5 mL of toluene and 3.88 mL (7.66 mmol) of 2 M trimet... The product is C(C1=CC=CC=C1)N1C(C2=C(CC1)N=C(N2CC2=CC=C(C=C2)C2=C(C=CC=C2)C2=NN=NN2C(C2=CC=CC=C2)(C2=CC=CC=C2)C2=CC=CC=C2)CCC)C(=O)OCC (ethyl 5-benzyl-2-n-propyl-3-[2'-(1-trityl-1H-tetrazol-5-yl)biphenyl-4-yl]methyl-4,5,6,7-tetrahydroimidazo[4,5-c]pyridine-4-carboxylate). Reported procedure: A mixture of ethyl 2-n-propyl-3-[2'-(1-trityl-1H-tetrazol-5-yl)biphenyl-4-yl]methyl-4,5,6,7-tetrahydroimidazo[4,5-c]pyridine-4-carboxylate (2.00 g), potassium carbonate (1.16 g), benzyl bromide (0.72 g) and dimethylformamide (10 ml) is stirred under ice-cooling for two hours. The mixture is diluted with ethyl acetate, and the solution is washed with water, dried and evaporated. The residue is purified by silica gel column chromatography (solvent; n-hexane/ethyl acetate) to give ethyl 5-benzyl-2-... Run in C(C)(=O)OCC (ethyl acetate). Starting materials: C(CC)C1=NC2=C(C(NCC2)C(=O)OCC)N1CC1=CC=C(C=C1)C1=C(C=CC=C1)C1=NN=NN1C(C1=CC=CC=C1)(C1=CC=CC=C1)C1=CC=CC=C1 (ethyl 2-n-propyl-3-[2'-(1-trityl-1H-tetrazol-5-yl)biphenyl-4-yl]methyl-4,5,6,7-tetrahydroimidazo[4,5-c]pyridine-4-carboxylate), C([O-])([O-])=O.[K+].[K+] (potassium carbonate), C(C1=CC=CC=C1)Br (benzyl bromide), CN(C=O)C (dimethylformamide). RXN SMILES: [CH2:1]([C:4]1[N:17]([CH2:18][C:19]2[CH:24]=[CH:23][C:22]([C:25]3[CH:30]=[CH:29][CH:28]=[CH:27][C:26]=3[C:31]3[N:35]([C:36]([C:49]4[CH:54]=[CH:53][CH:52]=[CH:51][CH:50]=4)([C:43]4[CH:48]=[CH:47][CH:46]=[CH:45][CH:44]=4)[C:37]4[CH:42]=[CH:41][CH:40]=[CH:39][CH:38]=4)[N:34]=[N:33][N:32]=3)=[CH:21][CH:20]=2)[C:7]2[CH:8]([C:12]([O:14][CH2:15][CH3:16])=[O:13])[NH:9][CH2:10][CH2:11][C:6]=2[N:5]=1)[CH2:2][CH3:3].C(=O)([O-])[O-].[K+].[K+].[CH2:61](Br)[C:62]1[CH:67]=[CH:66][CH:65]=[CH:64][CH:63]=1.CN(C)C=O>C(OCC)(=O)C>[CH2:61]([N:9]1[CH2:10][CH2:11][C:6]2[N:5]=[C:4]([CH2:1][CH2:2][CH3:3])[N:17]([CH2:18][C:19]3[CH:20]=[CH:21][C:22]([C:25]4[CH:30]=[CH:29][CH:28]=[CH:27][C:26]=4[C:31]4[N:35]([C:36]([C:43]5[CH:44]=[CH:45][CH:46]=[CH:47][CH:48]=5)([C:37]5[CH:38]=[CH:39][CH:40]=[CH:41][CH:42]=5)[C:49]5[CH:54]=[CH:53][CH:52]=[CH:51][CH:50]=5)[N:34]=[N:33][N:32]=4)=[CH:23][CH:24]=3)[C:7]=2[CH:8]1[C:12]([O:14][CH2:15][CH3:16])=[O:13])[C:62]1[CH:67]=[CH:66][CH:65]=[CH:64][CH:63]=1 |f:1.2.3|. Isolated yield 66.6%. Reactants: NC1=NN2C(C(=C(C(=C2)C2=CC=NN2C2=CC=C(C#N)C=C2)C)C2=CC(=CC=C2)C(F)(F)F)=N1 (4-{5-[2-amino-7-methyl-8-(3-trifluoromethyl-phenyl)-[1,2,4]triazolo[1,5-a]pyridin-6-yl]-pyrazol-1-yl}-benzonitrile), CN(CCCC(=O)O)C (4-dimethylamino-butyric acid), Example 14. The product is C(#N)C1=CC=C(C=C1)N1N=CC=C1C=1C(=C(C=2N(C1)N=C(N2)NC(CCCN(C)C)=O)C2=CC(=CC=C2)C(F)(F)F)C (N-[6-[2-(4-Cyano-phenyl)-2H-pyrazol-3-yl]-7-methyl-8-(3-trifluoromethyl-phenyl)-[1,2,4]triazolo[1,5-a]pyridin-2-yl]-4-dimethylamino-butyramide). RXN SMILES: [NH2:1][C:2]1[N:34]=[C:5]2[C:6]([C:24]3[CH:29]=[CH:28][CH:27]=[C:26]([C:30]([F:33])([F:32])[F:31])[CH:25]=3)=[C:7]([CH3:23])[C:8]([C:10]3[N:14]([C:15]4[CH:22]=[CH:21][C:18]([C:19]#[N:20])=[CH:17][CH:16]=4)[N:13]=[CH:12][CH:11]=3)=[CH:9][N:4]2[N:3]=1.[CH3:35][N:36]([CH3:43])[CH2:37][CH2:38][CH2:39][C:40](O)=[O:41]>>[C:19]([C:18]1[CH:17]=[CH:16][C:15]([N:14]2[C:10]([C:8]3[C:7]([CH3:23])=[C:6]([C:24]4[CH:29]=[CH:28][CH:27]=[C:26]([C:30]([F:32])([F:33])[F:31])[CH:25]=4)[C:5]4[N:4]([N:3]=[C:2]([NH:1][C:40](=[O:41])[CH2:39][CH2:38][CH2:37][N:36]([CH3:43])[CH3:35])[N:34]=4)[CH:9]=3)=[CH:11][CH:12]=[N:13]2)=[CH:22][CH:21]=1)#[N:20]. Procedure details: The title compound was prepared from 4-{5-[2-amino-7-methyl-8-(3-trifluoromethyl-phenyl)-[1,2,4]triazolo[1,5-a]pyridin-6-yl]-pyrazol-1-yl}-benzonitrile (Ex. 1, 150 mg, 0.33 mmol) and 4-dimethylamino-butyric acid (107 mg, 0.64 mmol) using a similar method to that employed for Example 14 (38 mg). The reactants are C1(CC1)C#CC1(NC(NC2=CC=C(C(=C12)F)F)=O)C(F)(F)F ((+/-)-4-cyclopropylethynyl-5,6-difluoro-4-trifluoromethyl-3,4-dihydro-2(1H)-quinazolinone), C(=O)([O-])[O-].[Na+].[Na+] (Na2CO3), NC(=S)N (thiourea). Solvent: P(=O)(Cl)(Cl)Cl (phosphorous oxychloride). Conditions: temperature 95 celsius. Product: C1(CC1)C#CC1(NC(NC2=CC=C(C(=C12)F)F)=S)C(F)(F)F ((+/-)-4-Cyclopropylethynyl-5,6-difluoro-4-trifluoromethyl-3,4-dihydro-2(1H)-quinazolinthione). Yield: 42.7%. As a reaction SMILES: [CH:1]1([C:4]#[C:5][C:6]2([C:19]([F:22])([F:21])[F:20])[C:15]3[C:10](=[CH:11][CH:12]=[C:13]([F:17])[C:14]=3[F:16])[NH:9][C:8](=O)[NH:7]2)[CH2:3][CH2:2]1.C([O-])([O-])=O.[Na+].[Na+].NC(N)=[S:31]>P(Cl)(Cl)(Cl)=O>[CH:1]1([C:4]#[C:5][C:6]2([C:19]([F:22])([F:21])[F:20])[C:15]3[C:10](=[CH:11][CH:12]=[C:13]([F:17])[C:14]=3[F:16])[NH:9][C:8](=[S:31])[NH:7]2)[CH2:3][CH2:2]1 |f:1.2.3|. Procedure details: A solution of (+/-)-4-cyclopropylethynyl-5,6-difluoro-4-trifluoromethyl-3,4-dihydro-2(1H)-quinazolinone (0.32 g, 1.0 mmol) in phosphorous oxychloride (5 mL) containing Na2CO3 (160 mg, 1.5 mmol) was heated at 95° C. overnight. After cooling to room temperature, the phosphorus oxychloride was removed under reduced pressure. The residue was dissolved in ethanol (5 mL) and thiourea (0.44 g, 5.7 mmol) was added. The resulting mixture was heated at reflux for 24 hours, cooled to room temperature and c... The reactants are Cl (hydrochloric acid), C([O-])([O-])=O.[K+].[K+] (potassium carbonate), S(=O)(=O)(OC)OC (dimethyl sulfate), C(C1=CC=CC=C1)(=O)NC1=C(C(=O)O)C=CC(=C1)I (2-(benzamido)-4-iodobenzoic acid). Run in C(C)(=O)OCC (Ethyl acetate), CN(C=O)C (N,N-dimethylformamide). Conditions: time 1 hour. Product: C(C1=CC=CC=C1)(=O)NC1=C(C(=O)OC)C=CC(=C1)I (methyl 2-(benzamido)-4-iodobenzoate). RXN SMILES: C(=O)([O-])[O-].[K+].[K+].S([O:12][CH3:13])(OC)(=O)=O.[C:14]([NH:22][C:23]1[CH:31]=[C:30]([I:32])[CH:29]=[CH:28][C:24]=1[C:25](O)=[O:26])(=[O:21])[C:15]1[CH:20]=[CH:19][CH:18]=[CH:17][CH:16]=1.Cl>C(OCC)(=O)C.CN(C)C=O>[C:14]([NH:22][C:23]1[CH:31]=[C:30]([I:32])[CH:29]=[CH:28][C:24]=1[C:25]([O:12][CH3:13])=[O:26])(=[O:21])[C:15]1[CH:16]=[CH:17][CH:18]=[CH:19][CH:20]=1 |f:0.1.2|. Procedure details: 0.62 g of potassium carbonate and 0.43 ml of dimethyl sulfate were added to 15 mL of N,N-dimethylformamide solution containing 1.5 g of 2-(benzamido)-4-iodobenzoic acid at room temperature and stirred at the same temperature for 1 hour. Ethyl acetate and 1.0 mol/L hydrochloric acid were added to the reaction mixture. The organic layer was separated and dried over anhydrous magnesium sulfate, and the solvent was evaporated under reduced pressure. The obtained residual was purified with silica gel...